Task: describe an organic reaction: reactants, conditions, products, and yield. Dataset: the Open Reaction Database (ORD), a public repository of structured organic reaction records Reactants: C(C)(C)(C)OC(=O)CC1=CC=C(C=C1)OC(=O)C=1C=C2C(CC(OC2=C(C1)C#C)(C)C)(C)C (8-ethynyl-2,2,4,4-tetramethyl chroman-6-carboxylic acid 4-tert-butoxycarbonylmethyl-phenyl ester), C(C)(C)(C)OC(=O)CC1=CC=C(C=C1)OC(=O)C=1C=C2C(CC(OC2=C(C1)C#C)(C)C)(C)C (8-ethynyl-2,2,4,4-tetramethyl chroman-6-carboxylic acid 4-tert-butoxycarbonylmethyl-phenyl ester), C(=O)O (formic acid). Solvent: O (water), O1CCOCC1 (1,4-dioxane). Reaction conditions: time 2 hour. Product: C(=O)(O)CC1=CC=C(C=C1)OC(=O)C=1C=C2C(CC(OC2=C(C1)C#C)(C)C)(C)C (8-Ethynyl-2,2,4,4-tetramethyl-chroman-6-carboxylic acid 4-carboxymethyl-phenyl ester). RXN SMILES: C([O:5][C:6]([CH2:8][C:9]1[CH:14]=[CH:13][C:12]([O:15][C:16]([C:18]2[CH:19]=[C:20]3[C:25](=[C:26]([C:28]#[CH:29])[CH:27]=2)[O:24][C:23]([CH3:31])([CH3:30])[CH2:22][C:21]3([CH3:33])[CH3:32])=[O:17])=[CH:11][CH:10]=1)=[O:7])(C)(C)C.C(O)=O>O1CCOCC1.O>[C:6]([CH2:8][C:9]1[CH:10]=[CH:11][C:12]([O:15][C:16]([C:18]2[CH:19]=[C:20]3[C:25](=[C:26]([C:28]#[CH:29])[CH:27]=2)[O:24][C:23]([CH3:31])([CH3:30])[CH2:22][C:21]3([CH3:33])[CH3:32])=[O:17])=[CH:13][CH:14]=1)([OH:7])=[O:5]. Procedure details: A solution of 8-ethynyl-2,2,4,4-tetramethyl chroman-6-carboxylic acid 4-tert-butoxycarbonylmethyl-phenyl ester (Compound 27, 1.5 g, 3.34 mmol) in 1,4-dioxane (30 mL) was treated with formic acid (200 mL) at ambient temperature. After 2 h, the reaction mixture was diluted with water and extracted with diethyl ether. The organic phase was dried over anhydrous magnesium sulfate, filtered and evaporated in vacuo to afford the title product. The product was further purified by recrystallization from ...